The task is: describe an organic reaction: reactants, conditions, products, and yield. This data is from the Open Reaction Database (ORD), a public repository of structured organic reaction records. Starting materials: CCc1ncnc(NC2CCC(c3ccccc3)CC2)c1C#C[Si](C)(C)C, [SiH3]. Product: C#Cc1c(CC)ncnc1NC1CCC(c2ccccc2)CC1. Reaction SMILES: [CH2:1]([CH3:2])[c:3]1[c:4]([C:22]#[C:23][Si:24]([CH3:25])([CH3:26])[CH3:27])[c:5]([NH:9][CH:10]2[CH2:11][CH2:12][CH:13]([c:16]3[cH:17][cH:18][cH:19][cH:20][cH:21]3)[CH2:14][CH2:15]2)[n:6][cH:7][n:8]1.[SiH3:28]>>[CH2:1]([CH3:2])[c:3]1[c:4]([C:22]#[CH:23])[c:5]([NH:9][CH:10]2[CH2:11][CH2:12][CH:13]([c:16]3[cH:17][cH:18][cH:19][cH:20][cH:21]3)[CH2:14][CH2:15]2)[n:6][cH:7][n:8]1. Starting materials: COC1=CC=C(C=C1)C1OC2(CCN(CC2)C)C2=CC=CC=C12 (1,3-dihydro-3-(4-methoxyphenyl)-1'-methylspiro[isobenzofuran-1,4'-piperidine]), Br (hydrobromic acid), C([O-])(O)=O.[Na+] (sodium bicarbonate). The solvent is O (water). The product is OC1=CC=C(C=C1)C1OC2(CCN(CC2)C)C2=CC=CC=C12 (1,3-Dihydro-3-(4-hydroxyphenyl)-1'-methylspiro[isobenzofuran-1,4'-piperidine]). RXN SMILES: C[O:2][C:3]1[CH:8]=[CH:7][C:6]([CH:9]2[C:23]3[C:18](=[CH:19][CH:20]=[CH:21][CH:22]=3)[C:11]3([CH2:16][CH2:15][N:14]([CH3:17])[CH2:13][CH2:12]3)[O:10]2)=[CH:5][CH:4]=1.Br.C(=O)(O)[O-].[Na+]>O>[OH:2][C:3]1[CH:4]=[CH:5][C:6]([CH:9]2[C:23]3[C:18](=[CH:19][CH:20]=[CH:21][CH:22]=3)[C:11]3([CH2:16][CH2:15][N:14]([CH3:17])[CH2:13][CH2:12]3)[O:10]2)=[CH:7][CH:8]=1 |f:2.3|. Procedure: A solution of 3.5 g. of 1,3-dihydro-3-(4-methoxyphenyl)-1'-methylspiro[isobenzofuran-1,4'-piperidine], (Example 12), and 20 ml. of 48% hydrobromic acid is heated under reflux, cooled, diluted with water, neutralized with sodium bicarbonate, and extracted with chloroform. The chloroform solution is dried over magnesium sulfate and concentrated to an oil. Trituration with ether provides crystals, m.p. 132°dec. Recrystallization raises the melting point to 273°dec.